From a dataset of the Open Reaction Database (ORD), a public repository of structured organic reaction records. describe an organic reaction: reactants, conditions, products, and yield Reported procedure: In particular, the process of the invention may be applied to a methanolic solution of ascorbic acid or sodium ascorbate produced by esterification of 2-keto-L-gulonic acid in methanol, followed by cyclization with sodium bicarbonate to produce a feed composition to the solvent exchanger to produce an aqueous product of ascorbic acid or sodium ascorbate. The product may then be obtained from the aqueous stream by crystallization. As a reaction SMILES: [O:1]=[C:2]1[O:8][C@H:7]([C@H:9]([CH2:11][OH:12])[OH:10])[C:5]([OH:6])=[C:3]1[OH:4].[O:13]=C1O[C@H]([C@H](CO)O)C([O-])=C1O.[Na+]>CO>[CH2:11]([OH:12])[C@H:9]([OH:10])[C@@H:7]([OH:13])[C@H:5]([OH:6])[C:3]([C:2]([OH:8])=[O:1])=[O:4] |f:1.2|. Reactants: O=C1C(O)=C(O)[C@H](O1)[C@@H](O)CO (ascorbic acid), O=C1C(O)=C([O-])[C@H](O1)[C@@H](O)CO.[Na+] (sodium ascorbate). The solvent is CO (methanol). The product is C([C@@H]([C@H]([C@@H](C(=O)C(=O)O)O)O)O)O (2-keto-L-gulonic acid). Starting materials: C1(CCCC1)CC(C(=O)O)C1=CC=C(C=C1)C#CCO (3-cyclopentyl-2-[4-(3-hydroxy-prop-1-ynyl)-phenyl]-propionic acid), C(C(=O)Cl)(=O)Cl (oxalyl chloride), NC=1SC=CN1 (2-aminothiazole), C(C)(C)N(C(C)C)CC (N,N-diisopropylethylamine). Reagents/catalysts: CN(C=O)C (N,N-dimethylformamide). Solvent: C(Cl)Cl (methylene chloride), C(Cl)Cl (methylene chloride). Reaction conditions: temperature 25 celsius, time 18 hour. The product is hexanes ethyl acetate, C1(CCCC1)CC(C(=O)NC=1SC=CN1)C1=CC=C(C=C1)C#CCO (3-cyclopentyl-2-[4-(3-hydroxy-prop-1-ynyl)-phenyl]-N-thiazol-2-yl-propionamide). Yield: 32.0%. Reaction SMILES: [CH:1]1([CH2:6][CH:7]([C:11]2[CH:16]=[CH:15][C:14]([C:17]#[C:18][CH2:19][OH:20])=[CH:13][CH:12]=2)[C:8]([OH:10])=O)[CH2:5][CH2:4][CH2:3][CH2:2]1.C(Cl)(=O)C(Cl)=O.[NH2:27][C:28]1[S:29][CH:30]=[CH:31][N:32]=1.C(N(CC)C(C)C)(C)C>C(Cl)Cl.CN(C)C=O>[CH:1]1([CH2:6][CH:7]([C:11]2[CH:16]=[CH:15][C:14]([C:17]#[C:18][CH2:19][OH:20])=[CH:13][CH:12]=2)[C:8]([NH:27][C:28]2[S:29][CH:30]=[CH:31][N:32]=2)=[O:10])[CH2:2][CH2:3][CH2:4][CH2:5]1. Procedure details: A solution of 3-cyclopentyl-2-[4-(3-hydroxy-prop-1-ynyl)-phenyl]-propionic acid (380 mg, 1.4 mmol), in methylene chloride (4 mL) and N,N-dimethylformamide (1 drop) at 0° C. was treated with oxalyl chloride (1.22 mL, 14.0 mmol). The reaction was warmed to 25° C. and stirred at 25° C. for 18 h. At this time, the reaction mixture was concentrated in vacuo. The resulting residue was dissolved in methylene chloride (4 mL) and added to a solution of 2-aminothiazole (280 mg, 2.79 mmol) and N,N-diisopro... Starting materials: CC(NC(=O)c1cnc2n1C(C)(Cc1ccc(Br)cc1)C(=O)N2c1cc(Cl)cc(Cl)c1)C(=O)OC(C)(C)C, COCCOC, [Cl-], OB(O)c1ccc(F)cc1, [K+], [K+], [NH4+], O=C([O-])[O-]. Yields the product CC(NC(=O)c1cnc2n1C(C)(Cc1ccc(-c3ccc(F)cc3)cc1)C(=O)N2c1cc(Cl)cc(Cl)c1)C(=O)OC(C)(C)C. Reaction SMILES: [C:1]([CH3:2])([CH3:3])([CH3:4])[O:5][C:6]([CH:7]([CH3:8])[NH:9][C:10](=[O:11])[c:12]1[cH:13][n:14][c:15]2[n:16]1[C:17]([CH3:29])([CH2:30][c:31]1[cH:32][cH:33][c:34]([Br:37])[cH:35][cH:36]1)[C:18](=[O:28])[N:19]2[c:20]1[cH:21][c:22]([Cl:27])[cH:23][c:24]([Cl:26])[cH:25]1)=[O:38].[CH3:55][O:56][CH2:57][CH2:58][O:59][CH3:60].[Cl-:61].[F:39][c:40]1[cH:41][cH:42][c:43]([B:46]([OH:47])[OH:48])[cH:44][cH:45]1.[K+:49].[K+:50].[NH4+:62].[O-:51][C:52]([O-:53])=[O:54]>>[C:1]([CH3:2])([CH3:3])([CH3:4])[O:5][C:6]([CH:7]([CH3:8])[NH:9][C:10](=[O:11])[c:12]1[cH:13][n:14][c:15]2[n:16]1[C:17]([CH3:29])([CH2:30][c:31]1[cH:32][cH:33][c:34](-[c:43]3[cH:42][cH:41][c:40]([F:39])[cH:45][cH:44]3)[cH:35][cH:36]1)[C:18](=[O:28])[N:19]2[c:20]1[cH:21][c:22]([Cl:27])[cH:23][c:24]([Cl:26])[cH:25]1)=[O:38]. The reactants are [OH-].[Na+] (sodium hydroxide), C(C)C1=CC=C(C(Cl)Cl)C=C1 (4-ethyl benzal chloride), C(Cl)(Cl)(Cl)Cl (carbon tetrachloride), O (water). The product is C(C)C1=CC=C(C=C1)C(Cl)(Cl)Cl (4-Ethyl Benzotrichloride). The yield is 88.7%. As a reaction SMILES: [CH2:1]([C:3]1[CH:11]=[CH:10][C:6]([CH:7]([Cl:9])[Cl:8])=[CH:5][CH:4]=1)[CH3:2].[OH-].[Na+].O.C(Cl)(Cl)(Cl)[Cl:16]>>[CH2:1]([C:3]1[CH:11]=[CH:10][C:6]([C:7]([Cl:16])([Cl:8])[Cl:9])=[CH:5][CH:4]=1)[CH3:2] |f:1.2|. Reported procedure: 22.7 gms of 4-ethyl benzal chloride dissolved in 100 gms of carbon tetrachloride was charged into a reaction vessel with 2.0 gms of Aliquot 4. 150 ml of 50% sodium hydroxide was added and the mixture heated to reflux for a period of about 1 hour. After the completion of the reaction, water was added to the mixture and the organic layer separated by phase separation. The organic solvent was stripped on a rotovac and product distilled on Krughrohr to give 23.8 gms of pale yellow liquid. (Yield 89%... Yield: 43.0%. Yields the product C(C)(C)(C)OC(=O)N1[C@H](CCC1)C=1N=NN(N1)C1=CC(=CC=C1)C#N ((R)-2-[2-(3-Cyano-phenyl)-2H-tetrazol-5-yl]-pyrrolidine-1-carboxylic acid tert-butyl ester). Reactants: C(C)(C)(C)OC(=O)N1[C@H](CCC1)C=1N=NN(N1)C1=CC(=CC=C1)Br ((R)-2-[2-(3-Bromo-phenyl)-2H-tetrazol-5-yl]-pyrrolidine-1-carboxylic acid tert-butyl ester), CN(C)C=O (DMF), O (water). Procedure details: The title compound of Example 13.1 (4.97 g, 12.61 mmol), dppf (0.042 g, 0.076 mmol), zinc cyanide (0.89, 7.57 mmol), Pd2(dba)3 (0.026 g, 0.025 mmol), zinc acetate (0.185 g, 1.01 mmol) and Zn dust (0.066 g, 1.01 mmol) were stirred in DMF (50 mL) and water (1.5 mL) for 12 h at 90° C. and a further 6 h at 120° C. The reaction mixture was partitioned between ethyl acetate and water. The organic extracts were dried over sodium sulphate, filtered and concentrated and purified by column chromatography ... Reagents/catalysts: C1=CC=C(C=C1)P([C-]2C=CC=C2)C3=CC=CC=C3.C1=CC=C(C=C1)P([C-]2C=CC=C2)C3=CC=CC=C3.[Fe+2] (dppf), [C-]#N.[Zn+2].[C-]#N (zinc cyanide), C=1C=CC(=CC1)/C=C/C(=O)/C=C/C2=CC=CC=C2.C=1C=CC(=CC1)/C=C/C(=O)/C=C/C2=CC=CC=C2.C=1C=CC(=CC1)/C=C/C(=O)/C=C/C2=CC=CC=C2.[Pd].[Pd] (Pd2(dba)3), C(C)(=O)[O-].[Zn+2].C(C)(=O)[O-] (zinc acetate), [Zn] (Zn). Reaction SMILES: [C:1]([O:5][C:6]([N:8]1[CH2:12][CH2:11][CH2:10][C@@H:9]1[C:13]1[N:14]=[N:15][N:16]([C:18]2[CH:23]=[CH:22][CH:21]=[C:20](Br)[CH:19]=2)[N:17]=1)=[O:7])([CH3:4])([CH3:3])[CH3:2].O.[CH3:26][N:27](C=O)C>C1C=CC(P(C2C=CC=CC=2)[C-]2C=CC=C2)=CC=1.C1C=CC(P(C2C=CC=CC=2)[C-]2C=CC=C2)=CC=1.[Fe+2].[C-]#N.[Zn+2].[C-]#N.C1C=CC(/C=C/C(/C=C/C2C=CC=CC=2)=O)=CC=1.C1C=CC(/C=C/C(/C=C/C2C=CC=CC=2)=O)=CC=1.C1C=CC(/C=C/C(/C=C/C2C=CC=CC=2)=O)=CC=1.[Pd].[Pd].C([O-])(=O)C.[Zn+2].C([O-])(=O)C.[Zn]>[C:1]([O:5][C:6]([N:8]1[CH2:12][CH2:11][CH2:10][C@@H:9]1[C:13]1[N:14]=[N:15][N:16]([C:18]2[CH:23]=[CH:22][CH:21]=[C:20]([C:26]#[N:27])[CH:19]=2)[N:17]=1)=[O:7])([CH3:4])([CH3:3])[CH3:2] |f:3.4.5,6.7.8,9.10.11.12.13,14.15.16|. Run in ClCCl (dichloromethane). Run at time 3 hour. The reactants are C(C)N(CC)S(F)(F)F (diethylaminosulfur trifluoride), C(O)([O-])=O.[Na+] (sodium hydrogen carbonate), ( A ), N(=[N+]=[N-])C[C@H]1CN(C[C@@H]1O)C(=O)OCC1=CC=CC=C1 ((3R,4R)-3-Azidomethyl-1-benzyloxycarbonyl-4-hydroxypyrrolidine), C(C)N(CC)S(F)(F)F (diethylaminosulfur trifluoride). Procedure: Process (A): (3R,4R)-3-Azidomethyl-1-benzyloxycarbonyl-4-hydroxypyrrolidine (1.20 g) was dissolved in dichloromethane (40 mL). While this solution was cooled on a sodium chloride/ice bath, diethylaminosulfur trifluoride (1.20 mL) was added dropwise and the mixture was stirred at room temperature for 3 hours. The reaction vessel was again cooled on a sodium chloride/ice bath and diethylaminosulfur trifluoride (0.57 mL) was again added dropwise. The mixture was then stirred at room temperature for... As a reaction SMILES: [N:1]([CH2:4][C@@H:5]1[C@@H:9](O)[CH2:8][N:7]([C:11]([O:13][CH2:14][C:15]2[CH:20]=[CH:19][CH:18]=[CH:17][CH:16]=2)=[O:12])[CH2:6]1)=[N+:2]=[N-:3].C(N(S(F)(F)[F:27])CC)C.C(=O)([O-])O.[Na+]>ClCCl>[N:1]([CH2:4][C@@H:5]1[C@H:9]([F:27])[CH2:8][N:7]([C:11]([O:13][CH2:14][C:15]2[CH:20]=[CH:19][CH:18]=[CH:17][CH:16]=2)=[O:12])[CH2:6]1)=[N+:2]=[N-:3] |f:2.3|. Yields the product N(=[N+]=[N-])C[C@H]1CN(C[C@H]1F)C(=O)OCC1=CC=CC=C1 ((3R,4S)-3-azidomethyl-1-benzyloxycarbonyl-4-fluoropyrrolidine). Starting materials: BrCc1ccccc1, [H-], [Na+], CN(C)C=O, C=C1CC(CO)C(c2cccc(F)c2)C1. Yields the product C=C1CC(COCc2ccccc2)C(c2cccc(F)c2)C1. RXN SMILES: [Br:16][CH2:17][c:18]1[cH:19][cH:20][cH:21][cH:22][cH:23]1.[H-:24].[Na+:25].[O:26]=[CH:27][N:28]([CH3:29])[CH3:30].[OH:1][CH2:2][CH:3]1[CH2:4][C:5](=[CH2:15])[CH2:6][CH:7]1[c:8]1[cH:9][c:10]([F:14])[cH:11][cH:12][cH:13]1>>[O:1]([CH2:2][CH:3]1[CH2:4][C:5](=[CH2:15])[CH2:6][CH:7]1[c:8]1[cH:9][c:10]([F:14])[cH:11][cH:12][cH:13]1)[CH2:17][c:18]1[cH:19][cH:20][cH:21][cH:22][cH:23]1.